This data is from the Open Reaction Database (ORD), a public repository of structured organic reaction records. The task is: describe an organic reaction: reactants, conditions, products, and yield The reactants are CCOC(C)=O, COC(=O)c1ccc(Cl)c(C(F)(F)F)c1, CCCCCCC, OCC(C1CCCCC1)n1c(-c2ccc(Cl)cc2)nc2cc(F)c(F)cc21. The product is COC(=O)c1ccc(OCC(C2CCCCC2)n2c(-c3ccc(Cl)cc3)nc3cc(F)c(F)cc32)c(C(F)(F)F)c1. RXN SMILES: [C:43]([O:44][CH2:45][CH3:46])(=[O:47])[CH3:48].[CH3:28][O:29][C:30]([c:31]1[cH:32][c:33]([C:38]([F:39])([F:40])[F:41])[c:34]([Cl:37])[cH:35][cH:36]1)=[O:42].[CH3:49][CH2:50][CH2:51][CH2:52][CH2:53][CH2:54][CH3:55].[Cl:1][c:2]1[cH:3][cH:4][c:5](-[c:8]2[n:9][c:10]3[c:11]([n:12]2[CH:13]([CH2:14][OH:15])[CH:16]2[CH2:17][CH2:18][CH2:19][CH2:20][CH2:21]2)[cH:22][c:23]([F:27])[c:24]([F:26])[cH:25]3)[cH:6][cH:7]1>>[Cl:1][c:2]1[cH:3][cH:4][c:5](-[c:8]2[n:9][c:10]3[c:11]([n:12]2[CH:13]([CH2:14][O:15][c:34]2[c:33]([C:38]([F:39])([F:40])[F:41])[cH:32][c:31]([C:30]([O:29][CH3:28])=[O:42])[cH:36][cH:35]2)[CH:16]2[CH2:17][CH2:18][CH2:19][CH2:20][CH2:21]2)[cH:22][c:23]([F:27])[c:24]([F:26])[cH:25]3)[cH:6][cH:7]1. The reactants are CC(C)(C)OC(=O)C1CCC(c2c[nH]c3ccccc23)N1C(=O)CNC(=O)Nc1cccc(C(=O)OCC[Si](C)(C)C)c1, CCCC[N+](CCCC)(CCCC)CCCC, CCOC(C)=O, [F-]. Yields the product CC(C)(C)OC(=O)C1CCC(c2c[nH]c3ccccc23)N1C(=O)CNC(=O)Nc1cccc(C(=O)O)c1. As a reaction SMILES: [C:1]([CH3:2])([CH3:3])([CH3:4])[O:5][C:6](=[O:7])[CH:8]1[N:9]([C:22]([CH2:23][NH:24][C:25]([NH:26][c:27]2[cH:28][c:29]([C:30](=[O:31])[O:32][CH2:33][CH2:34][Si:35]([CH3:36])([CH3:37])[CH3:38])[cH:39][cH:40][cH:41]2)=[O:42])=[O:43])[CH:10]([c:13]2[cH:14][nH:15][c:16]3[cH:17][cH:18][cH:19][cH:20][c:21]23)[CH2:11][CH2:12]1.[CH3:45][CH2:46][CH2:47][CH2:48][N+:49]([CH2:50][CH2:51][CH2:52][CH3:53])([CH2:54][CH2:55][CH2:56][CH3:57])[CH2:58][CH2:59][CH2:60][CH3:61].[CH3:62][CH2:63][O:64][C:65](=[O:66])[CH3:67].[F-:44]>>[C:1]([CH3:2])([CH3:3])([CH3:4])[O:5][C:6](=[O:7])[CH:8]1[N:9]([C:22]([CH2:23][NH:24][C:25]([NH:26][c:27]2[cH:28][c:29]([C:30](=[O:31])[OH:32])[cH:39][cH:40][cH:41]2)=[O:42])=[O:43])[CH:10]([c:13]2[cH:14][nH:15][c:16]3[cH:17][cH:18][cH:19][cH:20][c:21]23)[CH2:11][CH2:12]1. Reactants: [Cl-].[Al+3].[Cl-].[Cl-] (aluminium chloride), CC(=CC(=O)NC1=CC=C(C=C1)C(C(=O)OCC)CCCCC)C ((RS)-ethyl 2-[4-(3,3-dimethylacrylamido)-phenyl]-heptanoate), O (water). The solvent is C(Cl)Cl (methylene chloride). Product: CC1(CC(NC2=CC=C(C=C12)C(C(=O)OCC)CCCCC)=O)C ((RS)-ethyl 2-(4,4-dimethyl-2-oxo-1,2,3,4-tetrahydroquinolin-6-yl)-heptanoate). Reaction SMILES: [CH3:1][C:2]([CH3:24])=[CH:3][C:4]([NH:6][C:7]1[CH:12]=[CH:11][C:10]([CH:13]([CH2:19][CH2:20][CH2:21][CH2:22][CH3:23])[C:14]([O:16][CH2:17][CH3:18])=[O:15])=[CH:9][CH:8]=1)=[O:5].[Cl-].[Al+3].[Cl-].[Cl-].O>C(Cl)Cl>[CH3:24][C:2]1([CH3:1])[C:12]2[C:7](=[CH:8][CH:9]=[C:10]([CH:13]([CH2:19][CH2:20][CH2:21][CH2:22][CH3:23])[C:14]([O:16][CH2:17][CH3:18])=[O:15])[CH:11]=2)[NH:6][C:4](=[O:5])[CH2:3]1 |f:1.2.3.4|. Procedure: 1 g of (RS)-ethyl 2-[4-(3,3-dimethylacrylamido)-phenyl]-heptanoate was dissolved in 10 ml of methylene chloride and treated with 1.2 g of aluminium chloride. The mixture was heated to reflux for 6 hours. The mixture was poured onto 25 ml of iced water and then was extracted with two portions of 25 ml of methylene chloride. The combined extracts were washed with two portion of 25 ml of saturated aqueous sodium bicarbonate solution and one portion of 25 ml of saturated aqueous sodium chloride solu... Reactants: ClCCC=1N=NC2=C(C=CC=C2C1Cl)C (3-(2-Chloroethyl)-4-chloro-8-methylcinnoline), Cl.NC=1C(=CC=CC1)C (o-toluidine hydrochloride). The solvent is O1CCOCC1 (1,4 dioxan). The product is CC1=C(C=CC=C1)N1CCC=2N=NC=3C(=CC=CC3C21)C (1-(2-Methylphenyl)-6-methyl-2,3-dihydropyrrolo[3,2-c]-cinnoline). RXN SMILES: Cl[CH2:2][CH2:3][C:4]1[N:5]=[N:6][C:7]2[C:12]([C:13]=1Cl)=[CH:11][CH:10]=[CH:9][C:8]=2[CH3:15].Cl.[NH2:17][C:18]1[C:19]([CH3:24])=[CH:20][CH:21]=[CH:22][CH:23]=1>O1CCOCC1>[CH3:24][C:19]1[CH:20]=[CH:21][CH:22]=[CH:23][C:18]=1[N:17]1[C:13]2[C:12]3[CH:11]=[CH:10][CH:9]=[C:8]([CH3:15])[C:7]=3[N:6]=[N:5][C:4]=2[CH2:3][CH2:2]1 |f:1.2|. Reported procedure: 3-(2-Chloroethyl)-4-chloro-8-methylcinnoline (2.5 g, 0.01mol) and o-toluidine hydrochloride (1.4 g, 0.01 mol) in 1,4 dioxan (20 ml) were heated under reflux for 20 hours. The solvent was evaporated under reduced pressure to give an oil. The oil was partitioned between chloroform and dilute sodium carbonate solution and extracted further with chloroform (4×100 ml). The chloroform extracts were combined, dried over magnesium sulphate, filtered and evaporated to give an oil. The oil was purified by... The reactants are C(C=CC)N(C(=S)NC(=O)OCC)C1=CC(=CC=C1)C(F)(F)F (N-crotyl-N-(3-trifluoromethylphenyl)-N'-ethoxycarbonylthiourea), C[O-].[Na+] (sodium methoxide). Run in CO (methanol). Product: C(C=CC)N(C(=S)N)C1=CC(=CC=C1)C(F)(F)F (N-crotyl-N-(3-trifluoromethylphenyl)thiourea). Yield: 50.5%. RXN SMILES: [CH2:1]([N:5]([C:14]1[CH:19]=[CH:18][CH:17]=[C:16]([C:20]([F:23])([F:22])[F:21])[CH:15]=1)[C:6]([NH:8]C(OCC)=O)=[S:7])[CH:2]=[CH:3][CH3:4].C[O-].[Na+]>CO>[CH2:1]([N:5]([C:14]1[CH:19]=[CH:18][CH:17]=[C:16]([C:20]([F:23])([F:21])[F:22])[CH:15]=1)[C:6]([NH2:8])=[S:7])[CH:2]=[CH:3][CH3:4] |f:1.2|. Reported procedure: A solution of N-crotyl-N-(3-trifluoromethylphenyl)-N'-ethoxycarbonylthiourea (6 g) and sodium methoxide (28 % methanolic solution; 6.6 g) in methanol (100 ml) was refluxed for 2 days. After removal of the solvent, the residue was extracted with chloroform, washed with water and dried over anhydrous magnesium sulfate. The solvent was removed under reduced pressure, and the residue was subjected to column chromatography to give N-crotyl-N-(3-trifluoromethylphenyl)thiourea (2.4 g). The thus obtaine... Reactants: FC=1C(=C2C=3N([C@H](CO2)C)C=C(C(C3C1)=O)C(=O)O)F ((S)-(−)-9,10-difluoro-3-methyl-7-oxo-2,3-dihydro-7H-pyrido[1,2,3-de][1,4]benzoxazine-6-carboxylic acid), CS(=O)C (DMSO), CN1CCNCC1 (N-methylpiperazine), C(C)(C)O (isopropanol). The solvent is O (water). Conditions: temperature 80 celsius. Yields the product C[C@H]1COC2=C3N1C=C(C(=O)C3=CC(=C2N4CCN(CC4)C)F)C(=O)O.C[C@H]1COC2=C3N1C=C(C(=O)C3=CC(=C2N4CCN(CC4)C)F)C(=O)O.O (levofloxacin hemihydrate). RXN SMILES: [F:1][C:2]1[C:3](F)=[C:4]2[O:9][CH2:8][C@H:7]([CH3:10])[N:6]3[CH:11]=[C:12]([C:17]([OH:19])=[O:18])[C:13](=[O:16])[C:14]([CH:15]=1)=[C:5]23.CS(C)=[O:23].[CH3:25][N:26]1[CH2:31][CH2:30][NH:29][CH2:28][CH2:27]1.C(O)(C)C>O>[CH3:10][C@@H:7]1[N:6]2[CH:11]=[C:12]([C:17]([OH:19])=[O:18])[C:13]([C:14]3=[CH:15][C:2]([F:1])=[C:3]([N:29]4[CH2:30][CH2:31][N:26]([CH3:25])[CH2:27][CH2:28]4)[C:4](=[C:5]23)[O:9][CH2:8]1)=[O:16].[CH3:10][C@@H:7]1[N:6]2[CH:11]=[C:12]([C:17]([OH:19])=[O:18])[C:13]([C:14]3=[CH:15][C:2]([F:1])=[C:3]([N:29]4[CH2:30][CH2:31][N:26]([CH3:25])[CH2:27][CH2:28]4)[C:4](=[C:5]23)[O:9][CH2:8]1)=[O:16].[OH2:23] |f:5.6.7|. Procedure details: In 1 liter reactor equipped with a mechanical stirrer, a condenser and a thermometer, heated at 80° C., was charged 87.5 g (0.31 mole) of (S)-(−)-9,10-difluoro-3-methyl-7-oxo-2,3-dihydro-7H-pyrido[1,2,3-de][1,4]benzoxazine-6-carboxylic acid, 61.3 mL DMSO and 86.3 mL (0.77 mole) of N-methylpiperazine. The slurry was stirred at a rate of 250 rpm under nitrogen atmosphere at 80° C. until completion of the reaction (monitoring by HPLC). Then the slurry was cooled to 75° C. and a mixture of isopropan... The reactants are [H][H] (hydrogen), C(C)(=O)O (acetic acid), C(=O)(OC(C)(C)C)N([C@H](C)C(=O)O)C1=CC=C(C=C1)[N+](=O)[O-] (Nα -Boc-4-Nitrophenyl-D-alanine). Reagents/catalysts: [Pd].[C] (Pd carbon). Run in petroleum ether, C(C)O (ethyl alcohol). Yields the product C(=O)(OC(C)(C)C)N([C@H](C)C(=O)O)C1=CC=C(C=C1)N (Nα -Boc-4-aminophenyl-D-alanine). The yield is 96.9%. RXN SMILES: [C:1]([N:8]([C:14]1[CH:19]=[CH:18][C:17]([N+:20]([O-])=O)=[CH:16][CH:15]=1)[C@@H:9]([C:11]([OH:13])=[O:12])[CH3:10])([O:3][C:4]([CH3:7])([CH3:6])[CH3:5])=[O:2].C(O)(=O)C.[H][H]>C(O)C.[Pd].[C]>[C:1]([N:8]([C:14]1[CH:19]=[CH:18][C:17]([NH2:20])=[CH:16][CH:15]=1)[C@@H:9]([C:11]([OH:13])=[O:12])[CH3:10])([O:3][C:4]([CH3:7])([CH3:5])[CH3:6])=[O:2] |f:4.5|. Reported procedure: Nα -Boc-4-Nitrophenyl-D-alanine (209 grams, 0.68 mole) was dissolved in 500 mL of ethyl alcohol and acidified with acetic acid (10 mL). To this was added 0.65 g of 10% Pd/carbon, and the mixture was hydrogenated at about room temperature using H2 at about 40 psi until the uptake of hydrogen had ceased (6 hours). The catalyst was removed by filtration, and the reaction products were concentrated under vacuum to yield a viscous oil that solidified upon trituration with petroleum ether. The amino a... Starting materials: CCOC(=O)COc1ccc(NC(=O)OC(C)(C)C)c(C)c1, CCOC(C)=O, Cl. Yields the product CCOC(=O)COc1ccc(N)c(C)c1. Reaction SMILES: [CH3:1][C:2]([CH3:3])([O:4][C:5](=[O:6])[NH:7][c:8]1[c:9]([CH3:21])[cH:10][c:11]([O:12][CH2:13][C:14](=[O:15])[O:16][CH2:17][CH3:18])[cH:19][cH:20]1)[CH3:22].[CH3:24][CH2:25][O:26][C:27]([CH3:28])=[O:29].[ClH:23]>>[NH2:7][c:8]1[c:9]([CH3:21])[cH:10][c:11]([O:12][CH2:13][C:14](=[O:15])[O:16][CH2:17][CH3:18])[cH:19][cH:20]1. The reactants are ice water, [OH-].[Na+] (sodium hydroxide), ClCCCC(C(=O)OC)C1=C(C=C(C=C1)Cl)C(F)(F)F (methyl 5-chloro-2-(4-chloro-2-trifluoromethylphenyl)pentanoate), CO (methanol). Run in O1CCCC1 (tetrahydrofuran). Conditions: time 10 minute. The product is ClCCCC(C(=O)O)C1=C(C=C(C=C1)Cl)C(F)(F)F (5-chloro-2-(4-chloro-2-trifluoromethylphenyl)pentanoic acid). Yield: 93.6%. Reaction SMILES: [OH-].[Na+].[Cl:3][CH2:4][CH2:5][CH2:6][CH:7]([C:12]1[CH:17]=[CH:16][C:15]([Cl:18])=[CH:14][C:13]=1[C:19]([F:22])([F:21])[F:20])[C:8]([O:10]C)=[O:9].CO>O1CCCC1>[Cl:3][CH2:4][CH2:5][CH2:6][CH:7]([C:12]1[CH:17]=[CH:16][C:15]([Cl:18])=[CH:14][C:13]=1[C:19]([F:22])([F:20])[F:21])[C:8]([OH:10])=[O:9] |f:0.1|. Procedure details: A 5 N sodium hydroxide aqueous solution (13 mL) was added to a mixed solution of methyl 5-chloro-2-(4-chloro-2-trifluoromethylphenyl)pentanoate (5.3 g) in tetrahydrofuran (15 mL)-methanol (15 mL), and the mixture was stirred at room temperature for two hours and 10 minutes. After adding ice water to the reaction solution, the organic solvent was evaporated from the reaction solution under reduced pressure. The resulting aqueous layer was washed with heptane. The aqueous layer was made acidic wit...